From a dataset of the Open Reaction Database (ORD), a public repository of structured organic reaction records. describe an organic reaction: reactants, conditions, products, and yield Solvent: O (water). The product is COCC1=C(CNCCC(=O)OCC)C(=CC=C1)[N+](=O)[O-] (Ethyl 3-(2-methoxymethyl-6-nitrobenzylamino)-propionate). Conditions: time 8 hour. Starting materials: Cl.COCC1=C(CN)C(=CC=C1)[N+](=O)[O-] (2-Methoxymethyl-6-nitrobenzylamine hydrochloride), C(C)O (ethanol), C(C=C)(=O)OCC (ethyl acrylate), [OH-].[Na+] (sodium hydroxide). Procedure details: 2-Methoxymethyl-6-nitrobenzylamine hydrochloride (20.4 g., 0.114 mole) is dissolved in a minimum volume of water and the solution is made strongly basic by the addition of 10% sodium hydroxide. The clear oil which forms is extracted into two 120-ml. portions of ether. The ether is dried with 10 g. of anhydrous sodium sulfate, filtered, and finally dried over Drierite. The dried solution is filtered and evaporated, leaving a yellow oil. The oil is dissolved in 100 ml. of absolute ethanol and 11.4... As a reaction SMILES: Cl.[CH3:2][O:3][CH2:4][C:5]1[CH:12]=[CH:11][CH:10]=[C:9]([N+:13]([O-:15])=[O:14])[C:6]=1[CH2:7][NH2:8].[OH-].[Na+].C(O)C.[C:21]([O:25][CH2:26][CH3:27])(=[O:24])[CH:22]=[CH2:23]>O>[CH3:2][O:3][CH2:4][C:5]1[CH:12]=[CH:11][CH:10]=[C:9]([N+:13]([O-:15])=[O:14])[C:6]=1[CH2:7][NH:8][CH2:23][CH2:22][C:21]([O:25][CH2:26][CH3:27])=[O:24] |f:0.1,2.3|. Reactants: CC(CCCCCOC1=CC=C(C=C1)OCC1=CC=CC=C1)CC (4-benzyloxyphenyl 6-methyloctyl ether), crude product, [H][H] (hydrogen). Reagents/catalysts: [Pd] (Pd/C). Run in C(C)O (ethanol). Product: CC(CCCCCOC1=CC=C(C=C1)O)CC (4-(6'-methyloctyloxy)phenol). RXN SMILES: [CH3:1][CH:2]([CH2:23][CH3:24])[CH2:3][CH2:4][CH2:5][CH2:6][CH2:7][O:8][C:9]1[CH:14]=[CH:13][C:12]([O:15]CC2C=CC=CC=2)=[CH:11][CH:10]=1.[H][H]>[Pd].C(O)C>[CH3:1][CH:2]([CH2:23][CH3:24])[CH2:3][CH2:4][CH2:5][CH2:6][CH2:7][O:8][C:9]1[CH:10]=[CH:11][C:12]([OH:15])=[CH:13][CH:14]=1. Reported procedure: A flask was charged with 23.37 g of optically active 4-benzyloxyphenyl 6-methyloctyl ether, 2.33 g of 10% Pd/C and 230 ml of ethanol, and the mixture was reacted at room temperature until it reacted with a theoretical amount of hydrogen. After completion of the reaction, the catalyst was removed by filtration and the organic solvent was distilled under reduced pressure to obtain a crude product. The crude product was refined to obtain 16.91 g of the intended phenol. Starting materials: COC(=O)c1ccc(Cl)c([N+](=O)[O-])c1, [K+], [K+], Nc1ccc(S)cc1, O=C([O-])[O-], CN(C)C=O, O. The product is COC(=O)c1ccc(Sc2ccc(N)cc2)c([N+](=O)[O-])c1. As a reaction SMILES: [CH3:1][O:2][C:3]([c:4]1[cH:5][c:6]([N+:11](=[O:12])[O-:13])[c:7]([Cl:10])[cH:8][cH:9]1)=[O:14].[K+:23].[K+:24].[NH2:15][c:16]1[cH:17][cH:18][c:19]([SH:22])[cH:20][cH:21]1.[O-:25][C:26]([O-:27])=[O:28].[O:30]=[CH:31][N:32]([CH3:33])[CH3:34].[OH2:29]>>[CH3:1][O:2][C:3]([c:4]1[cH:5][c:6]([N+:11](=[O:12])[O-:13])[c:7]([S:22][c:19]2[cH:18][cH:17][c:16]([NH2:15])[cH:21][cH:20]2)[cH:8][cH:9]1)=[O:14]. Starting materials: ClC=1C=C(C=CC1Cl)C1=C(C(=CC(=C1)CCCC1=CC=C(C=C1)C(F)(F)F)C=O)O (3′,4′-dichloro-2-hydroxy-5-(3-(4-(trifluoromethyl)phenyl)propyl)-[1,1′-biphenyl]-3-carbaldehyde), C(C)(C)(C)N (tert-butylamine). Yields the product Cl.C(C)(C)(C)NCC1=C(C(=CC(=C1)CCCC1=CC=C(C=C1)C(F)(F)F)C1=CC(=C(C=C1)Cl)Cl)O (3-((tert-Butylamino)methyl)-3′,4′-dichloro-5-(3-(4-(trifluoromethyl)phenyl)propyl)-[1,1′-biphenyl]-2-ol hydrochloride). Reaction SMILES: [Cl:1][C:2]1[CH:3]=[C:4]([C:9]2[CH:14]=[C:13]([CH2:15][CH2:16][CH2:17][C:18]3[CH:23]=[CH:22][C:21]([C:24]([F:27])([F:26])[F:25])=[CH:20][CH:19]=3)[CH:12]=[C:11]([CH:28]=O)[C:10]=2[OH:30])[CH:5]=[CH:6][C:7]=1[Cl:8].[C:31]([NH2:35])([CH3:34])([CH3:33])[CH3:32]>>[ClH:1].[C:31]([NH:35][CH2:28][C:11]1[CH:12]=[C:13]([CH2:15][CH2:16][CH2:17][C:18]2[CH:23]=[CH:22][C:21]([C:24]([F:25])([F:27])[F:26])=[CH:20][CH:19]=2)[CH:14]=[C:9]([C:4]2[CH:5]=[CH:6][C:7]([Cl:8])=[C:2]([Cl:1])[CH:3]=2)[C:10]=1[OH:30])([CH3:34])([CH3:33])[CH3:32] |f:2.3|. Reported procedure: 3-((tert-Butylamino)methyl)-3′,4′-dichloro-5-(3-(4-(trifluoromethyl)phenyl)propyl)-[1,1′-biphenyl]-2-ol hydrochloride was prepared as a white solid using the procedure described in Example 9 from 3′,4′-dichloro-2-hydroxy-5-(3-(4-(trifluoromethyl)phenyl)propyl)-[1,1′-biphenyl]-3-carbaldehyde and tert-butylamine. Reactants: C(C)(C)(C)NC=1C(=NC2=CC=CC(=C2N1)C1=CC=2C(NCCC2N1)=O)Cl (2-(3-(tert-butylamino)-2-chloroquinoxalin-5-yl)-6,7-dihydro-1H-pyrrolo[3,2-c]pyridin-4(5H)-one), Cl.N1CC(C1)O (azetidin-3-ol hydrochloride), C(C)N(C(C)C)C(C)C (N-ethyl-N-isopropylpropan-2-amine). Run in CS(=O)C (DMSO), C(Cl)Cl (DCM). The product is C(C)(C)(C)NC=1C(=NC2=CC=CC(=C2N1)C1=CC=2C(NCCC2N1)=O)N1CC(C1)O (2-(3-(tert-butylamino)-2-(3-hydroxyazetidin-1-yl)quinoxalin-5-yl)-6,7-dihydro-1H-pyrrolo[3,2-c]pyridin-4(5H)-one). The yield is 66.8%. Reaction SMILES: [C:1]([NH:5][C:6]1[C:7](Cl)=[N:8][C:9]2[C:14]([N:15]=1)=[C:13]([C:16]1[NH:24][C:23]3[CH2:22][CH2:21][NH:20][C:19](=[O:25])[C:18]=3[CH:17]=1)[CH:12]=[CH:11][CH:10]=2)([CH3:4])([CH3:3])[CH3:2].Cl.[NH:28]1[CH2:31][CH:30]([OH:32])[CH2:29]1.C(N(C(C)C)C(C)C)C>CS(C)=O.C(Cl)Cl>[C:1]([NH:5][C:6]1[C:7]([N:28]2[CH2:31][CH:30]([OH:32])[CH2:29]2)=[N:8][C:9]2[C:14]([N:15]=1)=[C:13]([C:16]1[NH:24][C:23]3[CH2:22][CH2:21][NH:20][C:19](=[O:25])[C:18]=3[CH:17]=1)[CH:12]=[CH:11][CH:10]=2)([CH3:4])([CH3:3])[CH3:2] |f:1.2|. Reported procedure: A solution of 2-(3-(tert-butylamino)-2-chloroquinoxalin-5-yl)-6,7-dihydro-1H-pyrrolo[3,2-c]pyridin-4(5H)-one (345) (28 mg, 0.07 mmol), azetidin-3-ol hydrochloride (41 mg, 0.37 mmol, Matrix Scientific, Columbia, S.C.), and N-ethyl-N-isopropylpropan-2-amine (81 pt, 0.45 mmol) in DMSO (0.75 mL) was stirred at 50° C. for 1 h. The reaction mixture was diluted with DCM (100 mL), added to a separatory funnel, and washed with saturated aq. NaHCO3 (2×75 mL) before the organic layer was separated, dried o...